From a dataset of the Open Reaction Database (ORD), a public repository of structured organic reaction records. describe an organic reaction: reactants, conditions, products, and yield Starting materials: ClC(COC(=O)CON=C(C(=O)OC(C)(C)C)C(C)=O)(Cl)Cl (tert-butyl 2-(2,2,2-trichloroethoxycarbonylmethoxyimino)-3-oxobutyrate), BrBr (bromine). Solvent: C(C)(=O)O (acetic acid). Conditions: time 15 minute. Yields the product BrCC(C(C(=O)O)=NOCC(=O)OCC(Cl)(Cl)Cl)=O (4-bromo-2-(2,2,2-trichloroethoxycarbonylmethoxyimino)-3-oxobutyric acid). Yield: 98.1%. RXN SMILES: [Cl:1][C:2]([Cl:22])([Cl:21])[CH2:3][O:4][C:5]([CH2:7][O:8][N:9]=[C:10]([C:18](=[O:20])[CH3:19])[C:11]([O:13]C(C)(C)C)=[O:12])=[O:6].[Br:23]Br>C(O)(=O)C>[Br:23][CH2:19][C:18](=[O:20])[C:10](=[N:9][O:8][CH2:7][C:5]([O:4][CH2:3][C:2]([Cl:22])([Cl:21])[Cl:1])=[O:6])[C:11]([OH:13])=[O:12]. Procedure: To a solution of tert-butyl 2-(2,2,2-trichloroethoxycarbonylmethoxyimino)-3-oxobutyrate (29.5 g) in acetic acid (59 ml) was added bromine (23.2 g) at 52° C., and the mixture was stirred at 52° to 68° C. for 15 minutes. After removal of the acetic acid from the reaction mixture under reduced pressure, the residual oil was dissolved in ethyl acetate (400 ml). The solution was washed with 10% hydrochloric acid (20 ml) and a saturated aqueous sodium chloride, followed by drying over magnesium sulfat... Reactants: BrC1=C(C=O)C=C(C=C1)F (2-bromo-5-fluorobenzaldehyde), C(C)OC(CC1=CC(=C(C=C1)OC)B1OC(C(O1)(C)C)(C)C)=O ([4-methoxy-3-(4,4,5,5-tetramethyl-[1,3,2]dioxaborolan-2-yl)-phenyl]-acetic acid ethyl ester). The product is C(C)OC(CC=1C=C(C(=CC1)OC)C1=C(C=C(C=C1)F)C=O)=O ((4′-Fluoro-2′-formyl-6-methoxy-biphenyl-3-yl)-acetic acid ethyl ester). Reaction SMILES: Br[C:2]1[CH:9]=[CH:8][C:7]([F:10])=[CH:6][C:3]=1[CH:4]=[O:5].[CH2:11]([O:13][C:14](=[O:33])[CH2:15][C:16]1[CH:21]=[CH:20][C:19]([O:22][CH3:23])=[C:18](B2OC(C)(C)C(C)(C)O2)[CH:17]=1)[CH3:12]>>[CH2:11]([O:13][C:14](=[O:33])[CH2:15][C:16]1[CH:17]=[C:18]([C:2]2[CH:9]=[CH:8][C:7]([F:10])=[CH:6][C:3]=2[CH:4]=[O:5])[C:19]([O:22][CH3:23])=[CH:20][CH:21]=1)[CH3:12]. Procedure: Prepared according to the procedure described in Example 1, Step 4, using the following starting materials: 2-bromo-5-fluorobenzaldehyde and [4-methoxy-3-(4,4,5,5-tetramethyl-[1,3,2]dioxaborolan-2-yl)-phenyl]-acetic acid ethyl ester.